Task: describe an organic reaction: reactants, conditions, products, and yield. Dataset: the Open Reaction Database (ORD), a public repository of structured organic reaction records Reactants: C([O-])(O)=O.[Na+] (sodium bicarbonate), C(=O)(OC(C)(C)C)OC(=O)OC(C)(C)C (di-t-butyl dicarbonate), N[C@@H](CN1CC(N(CC1(C)C)C1=C(C=CC=C1)Cl)=O)[C@H]1OC([C@@H](C1)C)=O (4-{(S)-2-amino-2-[(2S,4R)-4-methyl-5-oxotetrahydrofuran-2-yl]ethyl}1-(2-chlorophenyl)-5,5-dimethylpiperazin-2-one), C([O-])([O-])=O.[Cs+].[Cs+] (cesium carbonate), ClC1=C(C=CC=C1)N1CC(N(CC1=O)C[C@@H]([C@H]1OC([C@@H](C1)C)=O)NS(=O)(=O)C1=C(C=CC=C1)[N+](=O)[O-])(C)C (N-{(S)-2-[4-(2-Chlorophenyl)-2,2-dimethyl-5-oxopiperazin-1-yl]-1-[(2S,4R)-4-methyl-5-oxotetrahydrofuran-2-yl]ethyl}-2-nitrobenzenesulfonamide), C1(=CC=CC=C1)S (thiophenol). The solvent is [Cl-].[Na+].O (Brine), [Cl-].[Na+].O (Brine), C(C)(=O)OCC (ethyl acetate), O (water), C(C)#N (acetonitrile). Run at time 1 hour. The product is C(C)(C)(C)OC(N[C@@H](CN1C(CN(C(C1)=O)C1=C(C=CC=C1)Cl)(C)C)[C@H]1OC([C@@H](C1)C)=O)=O ({(S)-2-[4-(2-Chlorophenyl)-2,2-dimethyl-5-oxopiperazin-1-yl]-1-[(2S,4R)-4-methyl-5-oxotetrahydrofuran-2-yl]ethyl}carbamic acid t-butyl ester). Yield: 84.2%. Reaction SMILES: C(=O)([O-])[O-].[Cs+].[Cs+].[Cl:7][C:8]1[CH:13]=[CH:12][CH:11]=[CH:10][C:9]=1[N:14]1[C:19](=[O:20])[CH2:18][N:17]([CH2:21][C@H:22]([NH:30]S(C2C=CC=CC=2[N+]([O-])=O)(=O)=O)[C@@H:23]2[CH2:27][C@@H:26]([CH3:28])[C:25](=[O:29])[O:24]2)[C:16]([CH3:44])([CH3:43])[CH2:15]1.C1(S)C=CC=CC=1.C(=O)(O)[O-].[Na+].[C:57](OC(OC(C)(C)C)=O)([O:59][C:60]([CH3:63])([CH3:62])[CH3:61])=[O:58].N[C@H]([C@@H]1C[C@@H](C)C(=O)O1)CN1C(C)(C)CN(C2C=CC=CC=2Cl)C(=O)C1>C(#N)C.[Cl-].[Na+].O.C(OCC)(=O)C.O>[C:60]([O:59][C:57](=[O:58])[NH:30][C@H:22]([C@@H:23]1[CH2:27][C@@H:26]([CH3:28])[C:25](=[O:29])[O:24]1)[CH2:21][N:17]1[CH2:18][C:19](=[O:20])[N:14]([C:9]2[CH:10]=[CH:11][CH:12]=[CH:13][C:8]=2[Cl:7])[CH2:15][C:16]1([CH3:43])[CH3:44])([CH3:63])([CH3:62])[CH3:61] |f:0.1.2,5.6,10.11.12|. Procedure: 925 mg of cesium carbonate (2.84 mmol) was added to a solution of 1.34 g of N-{(S)-2-[4-(2-chlorophenyl)-2,2-dimethyl-5-oxopiperazin-1-yl]-1-[(2S,4R)-4-methyl-5-oxotetrahydrofuran-2-yl]ethyl}-2-nitrobenzenesulfonamide obtained in Example (76h) (2.37 mmol) and 0.51 ml of thiophenol (content: 95%) (4.74 mmol) in acetonitrile (12 ml) under a nitrogen atmosphere at room temperature, and the mixture was stirred at the same temperature for one hour. Brine was added to the reaction mixture, followed by...